From a dataset of the Open Reaction Database (ORD), a public repository of structured organic reaction records. describe an organic reaction: reactants, conditions, products, and yield The reactants are O.O.O.O.O.O.C(C=1C(C(=O)O)=CC=CC1)(=O)OO.[Mg] (magnesium monoperoxyphthalic acid hexahydrate), S(=O)([O-])[O-].[Na+].[Na+] (sodium sulfite), 2L, IC=1C=NC2=C(C=CC=C2C1)[N+](=O)[O-] (3-Iodo-8-nitroquinoline), P(=O)([O-])([O-])[O-].[K+].[K+].[K+] (potassium phosphate), C1(=CC=CC=C1)S (benzenethiol). The reagents and catalysts are [Cu]I (copper (I) iodide). Run in ClCCl (dichloromethane), CO (methanol), ClCCl (dichloromethane), ClCCl (dichloromethane), O (H2O), C(CO)O (ethylene glycol). Conditions: temperature 80 celsius. The product is [N+](=O)([O-])C=1C=CC=C2C=C(C=NC12)S(=O)(=O)C1=CC=CC=C1 (8-Nitro-3-phenylsulfonylquinoline). Yield: 64.0%. Reaction SMILES: I[C:2]1[CH:3]=[N:4][C:5]2[C:10]([CH:11]=1)=[CH:9][CH:8]=[CH:7][C:6]=2[N+:12]([O-:14])=[O:13].P([O-])([O-])([O-])=O.[K+].[K+].[K+].C1(S)C=CC=CC=1.O.O.O.O.O.O.C(OO)(=O)[C:37]1[C:38](=[CH:42][CH:43]=[CH:44][CH:45]=1)C(O)=O.[Mg].[S:50]([O-])([O-:52])=[O:51].[Na+].[Na+]>ClCCl.CO.[Cu]I.O.C(O)CO>[N+:12]([C:6]1[CH:7]=[CH:8][CH:9]=[C:10]2[C:5]=1[N:4]=[CH:3][C:2]([S:50]([C:37]1[CH:38]=[CH:42][CH:43]=[CH:44][CH:45]=1)(=[O:52])=[O:51])=[CH:11]2)([O-:14])=[O:13] |f:1.2.3.4,6.7.8.9.10.11.12.13,14.15.16|. Procedure: A 2L vessel was charged with 3-Iodo-8-nitroquinoline (D3) (70.8 g, 236 mmol), copper (I) iodide (2.25 g, 11.8 mmol, 5 mol %), potassium phosphate (100 g, 472 mmol, 2 eq), ethylene glycol (0.71 L, 10 vol) and benzenethiol (36.2 ml, 354 mmol). The mixture was stirred and heated at 80° C. for 3.5 hours. The reaction mixture was cooled to 20° C. then H2O (700 ml) and dichloromethane (700 ml) were added, the mixture was stirred for 5 minutes then the lower organic layer was removed (contained solids)... The reactants are COC([C@H](N(CC1=CC=CC=C1)P(=O)(C1=CC=CC=C1)C1=CC=CC=C1)C)=O (N-(diphenylphosphinyl)-N-benzyl-D-alanine methyl ester), NO[K] (NH2OK), Cl (HCl). Reaction conditions: time 16 hour. Yields the product ONC([C@@H](C)N(CC1=CC=CC=C1)P(=O)(C1=CC=CC=C1)C1=CC=CC=C1)=O (N-hydroxy-2(R)-[[diphenylphosphinyl]benzylamino]-propionamide). As a reaction SMILES: C[O:2][C:3](=O)[C@@H:4]([CH3:27])[N:5]([P:13]([C:21]1[CH:26]=[CH:25][CH:24]=[CH:23][CH:22]=1)([C:15]1[CH:20]=[CH:19][CH:18]=[CH:17][CH:16]=1)=[O:14])[CH2:6][C:7]1[CH:12]=[CH:11][CH:10]=[CH:9][CH:8]=1.[NH2:29][O:30][K].Cl>>[OH:30][NH:29][C:3](=[O:2])[C@H:4]([N:5]([P:13]([C:21]1[CH:26]=[CH:25][CH:24]=[CH:23][CH:22]=1)([C:15]1[CH:20]=[CH:19][CH:18]=[CH:17][CH:16]=1)=[O:14])[CH2:6][C:7]1[CH:12]=[CH:11][CH:10]=[CH:9][CH:8]=1)[CH3:27]. Reported procedure: To N-(diphenylphosphinyl)-N-benzyl-D-alanine methyl ester (100 mg, 0.25 mmol) is added a solution of NH2OK (0.88 mL, 1.76M in methanol) prepared as described in Fieser and Fieser, Vol. 1, p. 478. The reaction is stirred for 16 hours at which time TLC indicates completion. The reaction mixture is neutralized with 1M aqueous HCl and the volatiles are removed. The product is purified by silica gel flash chromatography (100% ethyl acetate) to give N-hydroxy-2(R)-[[diphenylphosphinyl]benzylamino]-pro...